This data is from the Open Reaction Database (ORD), a public repository of structured organic reaction records. The task is: describe an organic reaction: reactants, conditions, products, and yield The yield is 109.4%. The product is C(C)(=O)OCC(=O)NC1=CC(=CC(=C1)C(F)(F)F)C#N (2-{[3-cyano-5-(trifluoromethyl)phenyl]amino}-2-oxoethyl acetate). Solvent: ClCCl (dichloromethane), C(Cl)Cl (DCM). RXN SMILES: [NH2:1][C:2]1[CH:3]=[C:4]([CH:7]=[C:8]([C:10]([F:13])([F:12])[F:11])[CH:9]=1)[C:5]#[N:6].C(N(C(C)C)CC)(C)C.[C:23]([O:26][CH2:27][C:28](Cl)=[O:29])(=[O:25])[CH3:24]>ClCCl>[C:23]([O:26][CH2:27][C:28]([NH:1][C:2]1[CH:9]=[C:8]([C:10]([F:11])([F:12])[F:13])[CH:7]=[C:4]([C:5]#[N:6])[CH:3]=1)=[O:29])(=[O:25])[CH3:24]. The reactants are C(C)(=O)OCC(=O)Cl (2-chloro-2-oxoethyl acetate), NC=1C=C(C#N)C=C(C1)C(F)(F)F (3-amino-5-(trifluoromethyl)benzonitrile), NC=1C=C(C#N)C=C(C1)C(F)(F)F (3-amino-5-(trifluoromethyl)benzonitrile), C(C)(C)N(CC)C(C)C (di-isopropylethylamine), C(C)(=O)OCC(=O)Cl (2-chloro-2-oxoethyl acetate). Conditions: time 4 hour. Reported procedure: A solution of 3-amino-5-(trifluoromethyl)benzonitrile (Intermediate 28, 2.20 g, 11.82 mmol) and di-isopropylethylamine (2.27 mL, 13.0 mmol) in dichloromethane (40 mL) was cooled in an ice-water bath before the addition of 2-chloro-2-oxoethyl acetate (1.40 mL, 13.0 mmol) dropwise. The reaction was allowed to warm to room temperature and stirred for 4 hours. To the reaction was added 2-chloro-2-oxoethyl acetate (0.14 mL) and the reaction stirred at room temperature for a further 18 hours. The reac... Reactants: CC=1C=CN2N=C(N(C(C21)=O)C2=CC=CC=C2)[C@H](C)NC=2C1=C(N=CN2)N(C=C1C1=CC(=NC=C1)NS(=O)(=O)CC1CCOCC1)COCC[Si](C)(C)C ((S)—N-(4-(4-((1-(5-Methyl-4-oxo-3-phenyl-3,4-dihydropyrrolo[2,1-f][1,2,4]triazin-2-yl)ethyl)amino)-7-((2-(trimethylsilyl)ethoxy)methyl)-7H-pyrrolo[2,3-d]pyrimidin-5-yl)pyridin-2-yl)-1-(tetrahydro-2H-pyran-4-yl)methanesulfonamide), FC(C(=O)O)(F)F (trifluoroacetic acid), N (ammonia). Product: CC=1C=CN2N=C(N(C(C21)=O)C2=CC=CC=C2)[C@H](C)NC=2C1=C(N=CN2)NC=C1C1=CC(=NC=C1)NS(=O)(=O)CC1CCOCC1 ((S)—N-(4-(4-((1-(5-Methyl-4-oxo-3-phenyl-3,4-dihydropyrrolo[2,1-f][1,2,4]triazin-2-yl)ethyl)amino)-7H-pyrrolo[2,3-d]pyrimidin-5-yl)pyridin-2-yl)-1-(tetrahydro-2H-pyran-4-yl)methanesulfonamide). Isolated yield 11.2%. RXN SMILES: [CH3:1][C:2]1[CH:3]=[CH:4][N:5]2[C:10]=1[C:9](=[O:11])[N:8]([C:12]1[CH:17]=[CH:16][CH:15]=[CH:14][CH:13]=1)[C:7]([C@@H:18]([NH:20][C:21]1[C:22]3[C:29]([C:30]4[CH:35]=[CH:34][N:33]=[C:32]([NH:36][S:37]([CH2:40][CH:41]5[CH2:46][CH2:45][O:44][CH2:43][CH2:42]5)(=[O:39])=[O:38])[CH:31]=4)=[CH:28][N:27](COCC[Si](C)(C)C)[C:23]=3[N:24]=[CH:25][N:26]=1)[CH3:19])=[N:6]2.FC(F)(F)C(O)=O.N>>[CH3:1][C:2]1[CH:3]=[CH:4][N:5]2[C:10]=1[C:9](=[O:11])[N:8]([C:12]1[CH:13]=[CH:14][CH:15]=[CH:16][CH:17]=1)[C:7]([C@@H:18]([NH:20][C:21]1[C:22]3[C:29]([C:30]4[CH:35]=[CH:34][N:33]=[C:32]([NH:36][S:37]([CH2:40][CH:41]5[CH2:42][CH2:43][O:44][CH2:45][CH2:46]5)(=[O:38])=[O:39])[CH:31]=4)=[CH:28][NH:27][C:23]=3[N:24]=[CH:25][N:26]=1)[CH3:19])=[N:6]2. Reported procedure: (S)—N-(4-(4-((1-(5-Methyl-4-oxo-3-phenyl-3,4-dihydropyrrolo[2,1-f][1,2,4]triazin-2-yl)ethyl)amino)-7-((2-(trimethylsilyl)ethoxy)methyl)-7H-pyrrolo[2,3-d]pyrimidin-5-yl)pyridin-2-yl)-1-(tetrahydro-2H-pyran-4-yl)methanesulfonamide (55 mg, 0.07 mmol) was treated with trifluoroacetic acid (2 ml, 26 mmol) and a solution of ammonia (7N in methanol, 2 ml, 91 mmol) according to the method described in Example 27 to give 5 mg (11% yield) of the title compound. Purity 99%. The reactants are C(#N)CC(C)(C)C=1C=CC(=C(C=O)C1)OC (5-(2-Cyano-1,1-dimethylethyl)-2-methoxybenzaldehyde), Cl.Cl.C1(=CC=CC=C1)[C@@H]1NCCC[C@@H]1N ((2S,3S)-2-Phenylpiperidin-3-amine Dihydrochloride), Cl.Cl.C(#N)C1(CC1)C=1C=CC(=C(CN[C@@H]2[C@@H](NCCC2)C2=CC=CC=C2)C1)OC ((2S,3S)-3-(5-(1-Cyanocyclopropyl)-2-methoxybenzyl)amino-2-phenylpiperidine dihydrochloride). Yields the product Cl.Cl.C(#N)CC(C)(C)C=1C=CC(=C(CN[C@@H]2[C@@H](NCCC2)C2=CC=CC=C2)C1)OC ((2S,3S)-3-(5-(2-Cyano-1,1-dimethylethyl)-2-methoxybenzyl)amino-2-phenylpiperidine Dihydrochloride). As a reaction SMILES: [C:1]([CH2:3][C:4]([C:7]1[CH:8]=[CH:9][C:10]([O:15][CH3:16])=[C:11]([CH:14]=1)[CH:12]=O)([CH3:6])[CH3:5])#[N:2].[ClH:17].Cl.[C:19]1([C@H:25]2[C@@H:30]([NH2:31])[CH2:29][CH2:28][CH2:27][NH:26]2)[CH:24]=[CH:23][CH:22]=[CH:21][CH:20]=1.Cl.Cl.C(C1(C2C=CC(OC)=C(C=2)CN[C@H]2CCCN[C@H]2C2C=CC=CC=2)CC1)#N>>[ClH:17].[ClH:17].[C:1]([CH2:3][C:4]([C:7]1[CH:8]=[CH:9][C:10]([O:15][CH3:16])=[C:11]([CH:14]=1)[CH2:12][NH:31][C@H:30]1[CH2:29][CH2:28][CH2:27][NH:26][C@H:25]1[C:19]1[CH:24]=[CH:23][CH:22]=[CH:21][CH:20]=1)([CH3:6])[CH3:5])#[N:2] |f:1.2.3,4.5.6,7.8.9|. Reported procedure: This compound was prepared from Compound 47 and Compound 3 in the same manner of Compound 5. Starting materials: FC1=C(C=CC=C1)C(C(=O)O)NC(=O)OC ((2-Fluoro-phenyl)-methoxycarbonylamino-acetic acid), NC(C(=O)O)C1=CC(=CC=C1)OC (Amino-(3-methoxy-phenyl)-acetic acid). Yields the product COC(=O)NC(C(=O)O)C1=CC(=CC=C1)OC (Methoxycarbonylamino-(3-methoxy-phenyl)-acetic acid). Reaction SMILES: F[C:2]1[CH:7]=[CH:6][CH:5]=[CH:4][C:3]=1[CH:8]([NH:12][C:13]([O:15][CH3:16])=[O:14])[C:9]([OH:11])=[O:10].NC(C1C=CC=C(OC)C=1)[C:19](O)=[O:20]>>[CH3:16][O:15][C:13]([NH:12][CH:8]([C:3]1[CH:4]=[CH:5][CH:6]=[C:7]([O:20][CH3:19])[CH:2]=1)[C:9]([OH:11])=[O:10])=[O:14]. Reported procedure: Methoxycarbonylamino-(3-methoxy-phenyl)-acetic acid was prepared using the procedure used to prepare (2-Fluoro-phenyl)-methoxycarbonylamino-acetic acid using Amino-(3-methoxy-phenyl)-acetic acid. LCMS-ESI+: calc'd for C11H13NO5: 239.08 (M+); Found: 239.94 (M+H+). Reactants: O1CCCC1 (tetrahydrofuran), [Si](C)(C)(C(C)(C)C)OCC=1C=C(C=NC1)C1(CCN(CC1)CC12C3=CC=CC=C3C(C=3C=CC(=CC13)Cl)C2)O (4-(5-(tert-butyldimethylsilyl)oxymethyl-3-pyridyl)-1-(2-chloro-9,10-dihydro-9,10-methanoanthracen-9-ylmethyl)piperidin-4-ol), [F-].C(CCC)[N+](CCCC)(CCCC)CCCC (tetrabutylammonium fluoride). The solvent is O (Water). Reaction conditions: time 3 hour. The product is ClC1=CC=2C3(C4=CC=CC=C4C(C2C=C1)C3)CN3CCC(CC3)(O)C=3C=NC=C(C3)CO (1-(2-Chloro-9,10-dihydro-9,10-methanoanthracen-9-ylmethyl)-4-(5-(hydroxymethyl)-3-pyridyl)piperidin-4-ol). Yield: 88.3%. RXN SMILES: O1CCCC1.[Si]([O:13][CH2:14][C:15]1[CH:16]=[C:17]([C:21]2([OH:44])[CH2:26][CH2:25][N:24]([CH2:27][C:28]34[CH2:43][CH:35]([C:36]5[CH:37]=[CH:38][C:39]([Cl:42])=[CH:40][C:41]=53)[C:34]3[C:29]4=[CH:30][CH:31]=[CH:32][CH:33]=3)[CH2:23][CH2:22]2)[CH:18]=[N:19][CH:20]=1)(C(C)(C)C)(C)C.[F-].C([N+](CCCC)(CCCC)CCCC)CCC>O>[Cl:42][C:39]1[CH:38]=[CH:37][C:36]2[CH:35]3[CH2:43][C:28]([CH2:27][N:24]4[CH2:23][CH2:22][C:21]([C:17]5[CH:18]=[N:19][CH:20]=[C:15]([CH2:14][OH:13])[CH:16]=5)([OH:44])[CH2:26][CH2:25]4)([C:29]4[C:34]3=[CH:33][CH:32]=[CH:31][CH:30]=4)[C:41]=2[CH:40]=1 |f:2.3|. Reported procedure: A tetrahydrofuran solution (15 mL) of 4-(5-(tert-butyldimethylsilyl)oxymethyl-3-pyridyl)-1-(2-chloro-9,10-dihydro-9,10-methanoanthracen-9-ylmethyl)piperidin-4-ol (1.70 g, 3.04 mmol) was cooled to 0° C. under nitrogen and treated with tetrabutylammonium fluoride (1.0N in tetrahydrofuran, 3.20 mL, 3.20 mmol, 1.05 eq). The reaction was warmed to room temperature and stirred at that temperature for 3 h. Water (15 mL) was added and the resulting aqueous phase was extracted with ethyl acetate (3×15 mL... Starting materials: O=C([O-])O, CN1CCCC1=O, CCOC(=O)C(C)(C)c1cn2nc(Cl)ccc2n1, [Na+], NCCCN1CCC(OC2c3ccccc3CCc3ccccc32)CC1. The product is CCOC(=O)C(C)(C)c1cn2nc(NCCCN3CCC(OC4c5ccccc5CCc5ccccc54)CC3)ccc2n1. As a reaction SMILES: [C:45](=[O:46])([OH:47])[O-:48].[CH3:50][N:51]1[CH2:52][CH2:53][CH2:54][C:55]1=[O:56].[Cl:27][c:28]1[cH:29][cH:30][c:31]2[n:32]([n:33]1)[cH:34][c:35]([C:37]([C:38](=[O:39])[O:40][CH2:41][CH3:42])([CH3:43])[CH3:44])[n:36]2.[Na+:49].[cH:1]1[cH:2][cH:3][cH:4][c:5]2[c:11]1[CH2:10][CH2:9][c:8]1[c:7]([cH:15][cH:14][cH:13][cH:12]1)[CH:6]2[O:16][CH:17]1[CH2:18][CH2:19][N:20]([CH2:23][CH2:24][CH2:25][NH2:26])[CH2:21][CH2:22]1>>[cH:1]1[cH:2][cH:3][cH:4][c:5]2[c:11]1[CH2:10][CH2:9][c:8]1[c:7]([cH:15][cH:14][cH:13][cH:12]1)[CH:6]2[O:16][CH:17]1[CH2:18][CH2:19][N:20]([CH2:23][CH2:24][CH2:25][NH:26][c:28]2[cH:29][cH:30][c:31]3[n:32]([n:33]2)[cH:34][c:35]([C:37]([C:38](=[O:39])[O:40][CH2:41][CH3:42])([CH3:43])[CH3:44])[n:36]3)[CH2:21][CH2:22]1. The reactants are O=C([O-])[O-], CC(C)(C)O, Cc1ccc(CCl)cc1, [K+], [K+], OC1CCNCC1. Product: Cc1ccc(CN2CCC(O)CC2)cc1. As a reaction SMILES: [C:17](=[O:18])([O-:19])[O-:20].[CH3:23][C:24]([OH:25])([CH3:26])[CH3:27].[CH3:8][c:9]1[cH:10][cH:11][c:12]([CH2:13][Cl:14])[cH:15][cH:16]1.[K+:21].[K+:22].[OH:1][CH:2]1[CH2:3][CH2:4][NH:5][CH2:6][CH2:7]1>>[OH:1][CH:2]1[CH2:3][CH2:4][N:5]([CH2:13][c:12]2[cH:11][cH:10][c:9]([CH3:8])[cH:16][cH:15]2)[CH2:6][CH2:7]1.